Dataset: the Open Reaction Database (ORD), a public repository of structured organic reaction records. Task: describe an organic reaction: reactants, conditions, products, and yield Starting materials: C12CC(CC(CC1)N2)C2C1=CC=CC=C1OC=1C=C(C=CC21)C2=C(C=CC=C2)NC(C)=O (N-{2-[9-(8-Aza-bicyclo[3.2.1]oct-3-yl)-9H-xanthen-3-yl]-phenyl}-acetamide), C12CC(CC(CC1)N2)C2C1=CC=CC=C1OC=1C=C(C=CC21)C2=C(C=CC=C2)NC(C)=O (N-{2-[9-(8-Aza-bicyclo[3.2.1]oct-3-yl)-9H-xanthen-3-yl]-phenyl}-acetamide), C([O-])([O-])=O.[K+].[K+] (potassium carbonate), C(C=C)Br (allyl bromide). Run in CN(C)C=O (DMF). Conditions: time 8 hour. Yields the product C(C=C)N1C2CC(CC1CC2)C2C1=CC=CC=C1OC=1C=C(C=CC21)C2=C(C=CC=C2)NC(C)=O (N-{2-[9-(8-allyl-8-aza-bicyclo[3.2.1]oct-3-yl)-9H-xanthen-3-yl]-phenyl}-acetamide). The yield is 36.0%. As a reaction SMILES: [CH:1]12[NH:8][CH:5]([CH2:6][CH2:7]1)[CH2:4][CH:3]([CH:9]1[C:22]3[CH:21]=[CH:20][C:19]([C:23]4[CH:28]=[CH:27][CH:26]=[CH:25][C:24]=4[NH:29][C:30](=[O:32])[CH3:31])=[CH:18][C:17]=3[O:16][C:15]3[C:10]1=[CH:11][CH:12]=[CH:13][CH:14]=3)[CH2:2]2.C(=O)([O-])[O-].[K+].[K+].[CH2:39](Br)[CH:40]=[CH2:41]>CN(C=O)C>[CH2:41]([N:8]1[CH:1]2[CH2:7][CH2:6][CH:5]1[CH2:4][CH:3]([CH:9]1[C:22]3[CH:21]=[CH:20][C:19]([C:23]4[CH:28]=[CH:27][CH:26]=[CH:25][C:24]=4[NH:29][C:30](=[O:32])[CH3:31])=[CH:18][C:17]=3[O:16][C:15]3[C:10]1=[CH:11][CH:12]=[CH:13][CH:14]=3)[CH2:2]2)[CH:40]=[CH2:39] |f:1.2.3|. Procedure details: To a solution of N-{2-[9-(8-Aza-bicyclo[3.2.1]oct-3-yl)-9H-xanthen-3-yl]-phenyl}-acetamide, 7b (53 mg, 0.125 mmol) in DMF (0.5 mL) at 0° C. were added potassium carbonate (18 mg, 0.13 mmol) and allyl bromide (10.6 μL, 0.122 mmol). The mixture was stirred overnight at rt, and poured onto H2O. The solid was separated via filtration and washed with H2O. The solid was purified via reverse phase HPLC (eleuent gradient: 10% to 90% CH3CN in H2O containing 0.1% TFA) to yield 25 mg (36%) of N-{2-[9-(8-al... Starting materials: COC1=C2CC(COC2=CC=C1)=O (5-methoxychroman-3-one), Cl.NCCCCN1C(CC2(CCCC2)CC1=O)=O (N-(4-aminobutyl)-8-azaspiro[4.5]decane 7,9-dione hydrochloride). Solvent: C(C)O (ethanol), C(C)O (ethanol). The product is C=1C=CC2=C(C1)C(=O)CCO2 (chromanone). RXN SMILES: CO[C:3]1[CH:12]=[CH:11][CH:10]=[C:9]2[C:4]=1[CH2:5][C:6](=O)[CH2:7][O:8]2.Cl.NCCCCN1C(=[O:30])CC2(CCCC2)CC1=O>C(O)C>[CH:12]1[CH:11]=[CH:10][C:9]2[O:8][CH2:7][CH2:6][C:5](=[O:30])[C:4]=2[CH:3]=1 |f:1.2|. Reported procedure: 0.04 mole of 5-methoxychroman-3-one is dissolved in 10 ml of ethanol. At the same time, 1 g of N-(4-aminobutyl)-8-azaspiro[4.5]decane 7,9-dione hydrochloride is dissolved in 10 ml of ethanol, and the solution of chromanone obtained above is added to this solution. 0.16 g of sodium hydroxide in solution in 10 ml of ethanol is then added thereto. The mixture is stirred for one hour at ambient temperature, filtered and placed in a hydrogenating apparatus. 0.5 g of palladized carbon is added, the ap... Reactants: OC=1C(=CC2=C(OCCO2)C1)C1C(N(C2=CC=C(C(=C12)OC)OC)CC=1OC(=CC1)C(F)(F)F)=O (3-(7-hydroxy-2,3-dihydro-1,4-benzodioxin-6-yl)-4,5-dimethoxy-1-{[5-(trifluoromethyl)furan-2-yl]methyl}-1,3-dihydro-2H-indol-2-one), C1(=CC=CC=C1)C(N1C(C(C2=CC=CC=C12)C1=C(C=C(C(=C1)C)OC)O)=O)C1=CC=CC=C1 (1-(diphenylmethyl)-3-(2-hydroxy-4-methoxy-5-methylphenyl)-1,3-dihydro-2H-indol-2-one). Yields the product COC1=C2C3(C(N(C2=CC=C1OC)CC=1OC(=CC1)C(F)(F)F)=O)COC1=CC2=C(OCCO2)C=C13 (4′,5′-dimethoxy-1′-{[5-(trifluoromethyl)furan-2-yl]methyl}-2,3-dihydrospiro[furo[2,3-g][1,4]benzodioxine-8,3′-indol]-2′(1′H)-one). As a reaction SMILES: [OH:1][C:2]1[C:3]([CH:12]2[C:20]3[C:15](=[CH:16][CH:17]=[C:18]([O:23][CH3:24])[C:19]=3[O:21][CH3:22])[N:14]([CH2:25][C:26]3[O:27][C:28]([C:31]([F:34])([F:33])[F:32])=[CH:29][CH:30]=3)[C:13]2=[O:35])=[CH:4][C:5]2[O:10][CH2:9][CH2:8][O:7][C:6]=2[CH:11]=1.[C:36]1(C(C2C=CC=CC=2)N2C3C(=CC=CC=3)C(C3C=C(C)C(OC)=CC=3O)C2=O)C=CC=CC=1>>[CH3:22][O:21][C:19]1[C:18]([O:23][CH3:24])=[CH:17][CH:16]=[C:15]2[C:20]=1[C:12]1([C:3]3[C:2](=[CH:11][C:6]4[O:7][CH2:8][CH2:9][O:10][C:5]=4[CH:4]=3)[O:1][CH2:36]1)[C:13](=[O:35])[N:14]2[CH2:25][C:26]1[O:27][C:28]([C:31]([F:32])([F:33])[F:34])=[CH:29][CH:30]=1. Procedure details: Following the procedure as described in EXAMPLE 2 and making non-critical variations using 3-(7-hydroxy-2,3-dihydro-1,4-benzodioxin-6-yl)-4,5-dimethoxy-1-{[5-(trifluoromethyl)furan-2-yl]methyl}-1,3-dihydro-2H-indol-2-one to replace 1-(diphenylmethyl)-3-(2-hydroxy-4-methoxy-5-methylphenyl)-1,3-dihydro-2H-indol-2-one, 4′,5′-dimethoxy-1′-{[5-(trifluoromethyl)furan-2-yl]methyl}-2,3-dihydrospiro[furo[2,3-g][1,4]benzodioxine-8,3′-indol]-2′(1′H)-one was obtained (77%): mp 62-65° C.; 1H NMR (300 MHz, CD... The reactants are CCCNO, O=Cc1ccc(S(=O)(=O)O)o1, [Na]. The product is CCC[N+]([O-])=Cc1ccc(S(=O)(=O)O)o1. RXN SMILES: [CH2:13]([CH2:14][CH3:15])[NH:16][OH:17].[CH:1](=[O:2])[c:3]1[cH:4][cH:5][c:6]([S:8](=[O:9])(=[O:10])[OH:11])[o:7]1.[Na:12]>>[CH:1]([c:3]1[cH:4][cH:5][c:6]([S:8](=[O:9])(=[O:10])[OH:11])[o:7]1)=[N+:16]([CH2:13][CH2:14][CH3:15])[O-:17].